Dataset: the Open Reaction Database (ORD), a public repository of structured organic reaction records. Task: describe an organic reaction: reactants, conditions, products, and yield Reactants: C(C(C)C)OC1=C(C=CC=C1)C=CC(=O)OCC (ethyl 3-(2-isobutoxyphenyl)-2-propenoate), [H][H] (hydrogen). The reagents and catalysts are [C].[Pd] (palladium-carbon). Solvent: C(C)O (ethanol). Yields the product C(C(C)C)OC1=C(C=CC=C1)CCC(=O)OCC (ethyl 3-(2-isobutoxyphenyl)propionate). Yield: 50.3%. RXN SMILES: [CH2:1]([O:5][C:6]1[CH:11]=[CH:10][CH:9]=[CH:8][C:7]=1[CH:12]=[CH:13][C:14]([O:16][CH2:17][CH3:18])=[O:15])[CH:2]([CH3:4])[CH3:3].[H][H]>C(O)C.[C].[Pd]>[CH2:1]([O:5][C:6]1[CH:11]=[CH:10][CH:9]=[CH:8][C:7]=1[CH2:12][CH2:13][C:14]([O:16][CH2:17][CH3:18])=[O:15])[CH:2]([CH3:4])[CH3:3] |f:3.4|. Procedure details: In 15 ml of ethanol is dissolved 1.50 g of ethyl 3-(2-isobutoxyphenyl)-2-propenoate, to which is added 0.30 g of 5% palladium-carbon. The mixture is stirred at ambient temperature for one hour in a stream of hydrogen. The reaction mixture is filtered with Celite, and the solvent is distilled off from the filtrate under reduced pressure. The residue thus obtained is purified by silica gel column chromatography to obtain 0.76 g of ethyl 3-(2-isobutoxyphenyl)propionate as a colorless oily product.